Dataset: the Open Reaction Database (ORD), a public repository of structured organic reaction records. Task: describe an organic reaction: reactants, conditions, products, and yield Starting materials: CC(C)(C)Oc1cccc(Cl)c1C(=O)O, CC#N, O=C(Cl)C(=O)Cl, c1ccncc1. The product is CC(C)(C)Oc1cccc(Cl)c1C(=O)Cl. Reaction SMILES: [CH3:1][C:2]([CH3:3])([CH3:4])[O:5][c:6]1[c:7]([C:8](=[O:9])[OH:10])[c:11]([Cl:15])[cH:12][cH:13][cH:14]1.[CH3:28][C:29]#[N:30].[Cl:22][C:23]([C:24]([Cl:25])=[O:26])=[O:27].[cH:16]1[cH:17][cH:18][n:19][cH:20][cH:21]1>>[CH3:1][C:2]([CH3:3])([CH3:4])[O:5][c:6]1[c:7]([C:8](=[O:9])[Cl:22])[c:11]([Cl:15])[cH:12][cH:13][cH:14]1. Starting materials: BrC1=C(C=CC(=C1)F)S(=O)(=O)CC1=CC=C2[C@@H]3[C@H](COC2=C1C(=O)OC)C3 (methyl cis-(1aRS,7bSR)-5-(2-bromo-4-fluorobenzenesulfonylmethyl)-1,1a,2,7b-tetrahydrocyclopropa[c]chromene-4-carboxylate), BrC1=C(C=CC(=C1)F)S(=O)(=O)CC1=CC=C2[C@@H]3[C@H](COC2=C1C(=O)OC)C3 (methyl cis-(1aRS,7bSR)-5-(2-bromo-4-fluorobenzenesulfonylmethyl)-1,1a,2,7b-tetrahydrocyclopropa[c]chromene-4-carboxylate), C(C)N(C\C=C/[Sn](CCCC)(CCCC)CCCC)CC (N,N-diethyl-N—((Z)-1-tributylstannanylprop-1-en-3-yl)amine), C(C)N(C\C=C/[Sn](CCCC)(CCCC)CCCC)CC (N,N-diethyl-N—((Z)-1-tributylstannanylprop-1-en-3-yl)amine), F[B-](F)(F)F.C(C)(C)(C)[PH+](C(C)(C)C)C(C)(C)C (tri-tert-butylphosphonium tetrafluoroborate). The reagents and catalysts are [Pd].[Pd].C(C1=CC=CC=C1)=CC(=O)C=CC1=CC=CC=C1 ((dibenzylideneacetone)-dipalladium). Run in O1CCOCC1 (dioxane). Conditions: temperature 100 celsius. Yields the product C(C)N(C\C=C/C1=C(C=CC(=C1)F)S(=O)(=O)CC1=CC=C2[C@@H]3[C@H](COC2=C1C(=O)OC)C3)CC (methyl cis-(1aRS,7bSR)-5-[2-((Z)-3-diethylaminoprop-1-enyl)-4-fluorobenzenesulfonylmethyl]-1,1a,2,7b-tetrahydrocyclopropa[c]chromene-4-carboxylate). Yield: 101.9%. RXN SMILES: Br[C:2]1[CH:7]=[C:6]([F:8])[CH:5]=[CH:4][C:3]=1[S:9]([CH2:12][C:13]1[C:22]([C:23]([O:25][CH3:26])=[O:24])=[C:21]2[C:16]([C@H:17]3[CH2:27][C@H:18]3[CH2:19][O:20]2)=[CH:15][CH:14]=1)(=[O:11])=[O:10].[CH2:28]([N:30]([CH2:47][CH3:48])[CH2:31]/[CH:32]=[CH:33]\[Sn](CCCC)(CCCC)CCCC)[CH3:29].F[B-](F)(F)F.C([PH+](C(C)(C)C)C(C)(C)C)(C)(C)C>O1CCOCC1.[Pd].[Pd].C(=CC(C=CC1C=CC=CC=1)=O)C1C=CC=CC=1>[CH2:28]([N:30]([CH2:47][CH3:48])[CH2:31]/[CH:32]=[CH:33]\[C:2]1[CH:7]=[C:6]([F:8])[CH:5]=[CH:4][C:3]=1[S:9]([CH2:12][C:13]1[C:22]([C:23]([O:25][CH3:26])=[O:24])=[C:21]2[C:16]([C@H:17]3[CH2:27][C@H:18]3[CH2:19][O:20]2)=[CH:15][CH:14]=1)(=[O:11])=[O:10])[CH3:29] |f:2.3,5.6.7|. Procedure: A mixture of methyl cis-(1aRS,7bSR)-5-(2-bromo-4-fluorobenzenesulfonylmethyl)-1,1a,2,7b-tetrahydrocyclopropa[c]chromene-4-carboxylate (Intermediate 5, 0.66 g), N,N-diethyl-N—((Z)-1-tributylstannanylprop-1-en-3-yl)amine (Intermediate 2, 1.17 g), tri-tert-butylphosphonium tetrafluoroborate (0.145 g), Iris-(dibenzylideneacetone)-dipalladium (0.066 g) in dioxane (16 mL) and DMSO (1.6 mL) was degassed and purged with nitrogen, then heated at 100° C. for 1.5 hours. After cooling, the mixture was poure... Reactants: FC1=CC=C(C=C1)S (4-fluorothiophenol), C(C)O (ethanol), ClC1=C(N)C=C(C=C1)[N+](=O)[O-] (2-chloro-5-nitroaniline), [OH-].[K+] (potassium hydroxide). Run in O (water). Product: FC1=CC=C(C=C1)SC1=C(N)C=C(C=C1)[N+](=O)[O-] (2-(4-fluorophenylthio)-5-nitroaniline). Reaction SMILES: [F:1][C:2]1[CH:7]=[CH:6][C:5]([SH:8])=[CH:4][CH:3]=1.Cl[C:10]1[CH:16]=[CH:15][C:14]([N+:17]([O-:19])=[O:18])=[CH:13][C:11]=1[NH2:12].[OH-].[K+].C(O)C>O>[F:1][C:2]1[CH:7]=[CH:6][C:5]([S:8][C:10]2[CH:16]=[CH:15][C:14]([N+:17]([O-:19])=[O:18])=[CH:13][C:11]=2[NH2:12])=[CH:4][CH:3]=1 |f:2.3|. Reported procedure: A mixture of 29.7 g. (0.231 mole) of 4-fluorothiophenol, 41 g. (0.238 mole) of 2-chloro-5-nitroaniline and 14.9 g. (0.266 mole) of potassium hydroxide in 500 ml. of 95 percent aqueous ethanol is heated to its reflux temperature and maintained at reflux for one hour, then cooled with an ice bath. Some crude product is isolated as a solid by filtration, then the filtrate is diluted with water and extracted with four 300 ml. portions of chloroform. The combined extracts are washed with four 300 ml.... Reactants: BrCC=1C(=NC2=CC=C(C=C2C1C(=O)OC)S(=O)(=O)C)C1=CC(=CC=C1)C(F)(F)F (methyl 3-(bromomethyl)-6-(methylsulfonyl)-2-[3-(trifluoromethyl)phenyl]-4-quinolinecarboxylate), N1(CCCCC1)C1CCNCC1 (1,4′-bipiperidine). The solvent is C(C)#N (acetonitrile). Reaction conditions: time 3 hour. Product: N1(CCCCC1)C1CCN(CC1)CC=1C(=NC2=CC=C(C=C2C1C(=O)OC)S(=O)(=O)C)C1=CC(=CC=C1)C(F)(F)F (methyl 3-(1,4′-bipiperidin-1′-ylmethyl)-6-(methylsulfonyl)-2-[3-(trifluoromethyl)phenyl]-4-quinolinecarboxylate). The yield is 145.4%. Reaction SMILES: Br[CH2:2][C:3]1[C:4]([C:21]2[CH:26]=[CH:25][CH:24]=[C:23]([C:27]([F:30])([F:29])[F:28])[CH:22]=2)=[N:5][C:6]2[C:11]([C:12]=1[C:13]([O:15][CH3:16])=[O:14])=[CH:10][C:9]([S:17]([CH3:20])(=[O:19])=[O:18])=[CH:8][CH:7]=2.[N:31]1([CH:37]2[CH2:42][CH2:41][NH:40][CH2:39][CH2:38]2)[CH2:36][CH2:35][CH2:34][CH2:33][CH2:32]1>C(#N)C>[N:31]1([CH:37]2[CH2:42][CH2:41][N:40]([CH2:2][C:3]3[C:4]([C:21]4[CH:26]=[CH:25][CH:24]=[C:23]([C:27]([F:30])([F:29])[F:28])[CH:22]=4)=[N:5][C:6]4[C:11]([C:12]=3[C:13]([O:15][CH3:16])=[O:14])=[CH:10][C:9]([S:17]([CH3:20])(=[O:19])=[O:18])=[CH:8][CH:7]=4)[CH2:39][CH2:38]2)[CH2:36][CH2:35][CH2:34][CH2:33][CH2:32]1. Procedure details: A suspension of methyl 3-(bromomethyl)-6-(methylsulfonyl)-2-[3-(trifluoromethyl)phenyl]-4-quinolinecarboxylate (1.45 g, 2.88 mmol) and 1,4′-bipiperidine (0.630 g, 3.74 mmol) in acetonitrile (10 mL) was stirred for 3 hours. The solvent was removed under reduced pressure. The residue was dissolved in DMSO and was purified via HPLC (Biotage, 0-50% MeCN/H2O with 0.1% TFA). Fractions containing the product were neutralized with saturated aqueous NaHCO3 and extracted with methylene chloride (three tim...